From a dataset of the Open Reaction Database (ORD), a public repository of structured organic reaction records. describe an organic reaction: reactants, conditions, products, and yield Starting materials: CC(=O)SCC(CC(C)C)C(=O)NC1Cc2cn(c3ccccc23)CCCCCCNC1=O, CO, [NH4+], [OH-]. The product is CC(C)CC(CS)C(=O)NC1Cc2cn(c3ccccc23)CCCCCCNC1=O. As a reaction SMILES: [C:1](=[O:2])([CH3:3])[S:4][CH2:5][CH:6]([C:7](=[O:8])[NH:9][CH:10]1[C:11](=[O:29])[NH:12][CH2:13][CH2:14][CH2:15][CH2:16][CH2:17][CH2:18][n:19]2[c:20]3[cH:21][cH:22][cH:23][cH:24][c:25]3[c:26]([cH:28]2)[CH2:27]1)[CH2:30][CH:31]([CH3:32])[CH3:33].[CH3:36][OH:37].[NH4+:35].[OH-:34]>>[SH:4][CH2:5][CH:6]([C:7](=[O:8])[NH:9][CH:10]1[C:11](=[O:29])[NH:12][CH2:13][CH2:14][CH2:15][CH2:16][CH2:17][CH2:18][n:19]2[c:20]3[cH:21][cH:22][cH:23][cH:24][c:25]3[c:26]([cH:28]2)[CH2:27]1)[CH2:30][CH:31]([CH3:32])[CH3:33]. The reactants are O=C([O-])O, CO, Nc1ncccc1C(=O)O, [Na+], O=S(=O)(O)O. The product is COC(=O)c1cccnc1N. As a reaction SMILES: [C:16](=[O:17])([OH:18])[O-:19].[CH3:21][OH:22].[NH2:1][c:2]1[n:3][cH:4][cH:5][cH:6][c:7]1[C:8](=[O:9])[OH:10].[Na+:20].[S:11](=[O:12])(=[O:13])([OH:14])[OH:15]>>[NH2:1][c:2]1[n:3][cH:4][cH:5][cH:6][c:7]1[C:8](=[O:9])[O:10][CH3:16]. Starting materials: solution, CN (methylamine), Cl (hydrochloric acid), [N+](=O)([O-])C1=CC=C2C(=CNC2=C1)C(=O)O (6-nitro-1H-indole-3-carboxylic acid), C(=O)(C=1NC=CN1)C=1NC=CN1 (carbonyl-diimidazole). Run in O1CCCC1 (tetrahydrofuran), O1CCCC1 (tetrahydrofuran). Reaction conditions: temperature 60 celsius, time 30 minute. Product: CNC(=O)C1=CNC2=CC(=CC=C12)[N+](=O)[O-] (6-nitro-1H-indole-3-carboxylic acid-methylamide). Reaction SMILES: [N+:1]([C:4]1[CH:12]=[C:11]2[C:7]([C:8]([C:13]([OH:15])=O)=[CH:9][NH:10]2)=[CH:6][CH:5]=1)([O-:3])=[O:2].C(C1NC=CN=1)([C:18]1[NH:19]C=CN=1)=O.CN.Cl>O1CCCC1>[CH3:18][NH:19][C:13]([C:8]1[C:7]2[C:11](=[CH:12][C:4]([N+:1]([O-:3])=[O:2])=[CH:5][CH:6]=2)[NH:10][CH:9]=1)=[O:15]. Procedure: 250 mg 6-nitro-1H-indole-3-carboxylic acid are dissolved in 10 ml of tetrahydrofuran, combined with 240 mg carbonyl-diimidazole and stirred for 30 minutes at 60° C. Then 750 μl of a 2 M solution of methylamine in tetrahydrofuran is added and the mixture is stirred overnight at 60° C. Then 1 N hydrochloric acid is added and the precipitated solid is suction filtered. Then the solid is extracted from ethyl acetate, suction filtered and dried. Starting materials: Fc1ccc2[nH]cc(C3CCCNC3)c2c1, CN(C)C1(c2ccccc2)CCC(CNC(=O)Oc2ccc([N+](=O)[O-])cc2)CC1, C1COCCO1. Yields the product CN(C)C1(c2ccccc2)CCC(CNC(=O)N2CCCC(c3c[nH]c4ccc(F)cc34)C2)CC1. Reaction SMILES: [F:30][c:31]1[cH:32][c:33]2[c:34]([CH:40]3[CH2:41][NH:42][CH2:43][CH2:44][CH2:45]3)[cH:35][nH:36][c:37]2[cH:38][cH:39]1.[N+:1]([c:2]1[cH:3][cH:4][c:5]([O:6][C:11]([NH:12][CH2:13][CH:14]2[CH2:15][CH2:16][C:17]([c:20]3[cH:21][cH:22][cH:23][cH:24][cH:25]3)([N:26]([CH3:27])[CH3:28])[CH2:18][CH2:19]2)=[O:29])[cH:7][cH:8]1)([O-:9])=[O:10].[O:46]1[CH2:47][CH2:48][O:49][CH2:50][CH2:51]1>>[C:11]([NH:12][CH2:13][CH:14]1[CH2:15][CH2:16][C:17]([c:20]2[cH:21][cH:22][cH:23][cH:24][cH:25]2)([N:26]([CH3:27])[CH3:28])[CH2:18][CH2:19]1)(=[O:29])[N:42]1[CH2:41][CH:40]([c:34]2[c:33]3[cH:32][c:31]([F:30])[cH:39][cH:38][c:37]3[nH:36][cH:35]2)[CH2:45][CH2:44][CH2:43]1. Reaction SMILES: [CH2:1]([CH2:2][CH2:3][CH3:4])[c:5]1[n:6]([CH2:28][c:29]2[cH:30][cH:31][c:32]([C:33](=[O:34])[O:35][CH3:36])[cH:37][cH:38]2)[c:7]([CH:10]=[C:11]2[N:12]([CH2:22][c:23]3[n:24][cH:25][s:26][cH:27]3)[C:13](=[O:21])[N:14]([CH2:17][CH2:18][CH2:19][CH3:20])[C:15]2=[O:16])[cH:8][n:9]1.[Cl:42][CH2:43][c:44]1[n:45][cH:46][s:47][cH:48]1.[ClH:41].[H-:39].[Na+:40].[O:49]=[CH:50][N:51]([CH3:52])[CH3:53]>>[CH2:1]([CH2:2][CH2:3][CH3:4])[c:5]1[n:6]([CH2:28][c:29]2[cH:30][cH:31][c:32]([C:33](=[O:34])[O:35][CH3:36])[cH:37][cH:38]2)[c:7]([CH:10]=[C:11]2[N:12]([CH2:22][c:23]3[n:24][cH:25][s:26][cH:27]3)[C:13](=[O:21])[N:14]([CH2:17][CH2:18][CH2:19][CH3:20])[C:15]2=[O:16])[cH:8][n:9]1.[ClH:42]. The product is CCCCc1ncc(C=C2C(=O)N(CCCC)C(=O)N2Cc2cscn2)n1Cc1ccc(C(=O)OC)cc1, Cl. The reactants are CCCCc1ncc(C=C2C(=O)N(CCCC)C(=O)N2Cc2cscn2)n1Cc1ccc(C(=O)OC)cc1, ClCc1cscn1, Cl, [H-], [Na+], CN(C)C=O. Reactants: [N+](=O)([O-])C1=C(C(C(=O)O)=CC=C1)C(=O)O (3-nitrophthalic acid), CC=1C(=C(C(=O)O)C=CC1)[N+](=O)[O-] (3-methyl-2-nitrobenzoic acid). The product is CC1=C(C(=O)O)C=CC=C1[N+](=O)[O-] (2-methyl-3-nitrobenzoic acid). As a reaction SMILES: [N+:1]([C:4]1[CH:12]=[CH:11][CH:10]=[C:6]([C:7]([OH:9])=[O:8])[C:5]=1[C:13](O)=O)([O-:3])=[O:2].CC1C([N+]([O-])=O)=C(C=CC=1)C(O)=O>>[CH3:13][C:5]1[C:4]([N+:1]([O-:3])=[O:2])=[CH:12][CH:11]=[CH:10][C:6]=1[C:7]([OH:9])=[O:8]. Procedure details: The disadvantage of this synthesis route is the poor availability of the starting substance 2-methyl-3-nitrobenzoic acid. In Kulic et al., J. Gen. Chem. USSR (Engl.), 60, 2118 (1990), the oxidation of 2,3-dimethylnitrobenzene to 2-methyl-3-nitrobenzoic acid is carried out using aqueous potassium permanganate in the presence of a phase-transfer catalyst at 75° C. In this process, 2-methyl-3-nitrobenzoic acid is not obtained as a pure product, but as a mixture with 3-nitrophthalic acid and smaller...